The task is: describe an organic reaction: reactants, conditions, products, and yield. This data is from the Open Reaction Database (ORD), a public repository of structured organic reaction records. Starting materials: ClC=1C(N(C=C(N1)Cl)[C@H](CC)COC)=O (3,5-dichloro-1-[(1R)-1-(methoxymethyl)propyl]-2(1H)-pyrazinone), Cl.BrC=1C=C(C=C2CCNC12)OC (7-bromo-5-methoxyindoline hydrochloride). The product is BrC=1C=C(C=C2CCN(C12)C=1C(N(C=C(N1)Cl)[C@H](CC)COC)=O)OC (3-(7-Bromo-5-methoxy-2,3-dihydro-1H-indol-1-yl)-5-chloro-1-[(1R)-1-(methoxymethyl)propyl]-2(1H)-pyrazinone). As a reaction SMILES: Cl[C:2]1[C:3](=[O:15])[N:4]([C@@H:9]([CH2:12][O:13][CH3:14])[CH2:10][CH3:11])[CH:5]=[C:6]([Cl:8])[N:7]=1.Cl.[Br:17][C:18]1[CH:19]=[C:20]([O:27][CH3:28])[CH:21]=[C:22]2[C:26]=1[NH:25][CH2:24][CH2:23]2>>[Br:17][C:18]1[CH:19]=[C:20]([O:27][CH3:28])[CH:21]=[C:22]2[C:26]=1[N:25]([C:2]1[C:3](=[O:15])[N:4]([C@@H:9]([CH2:12][O:13][CH3:14])[CH2:10][CH3:11])[CH:5]=[C:6]([Cl:8])[N:7]=1)[CH2:24][CH2:23]2 |f:1.2|. Procedure details: Prepared in a similar fashion as described for Example 413 using 3,5-dichloro-1-[(1R)-1-(methoxymethyl)propyl]-2(1H)-pyrazinone and 7-bromo-5-methoxyindoline hydrochloride as the starting materials. mp 102–104° C.; 1H NMR (300 MHz, CDCl3): δ 7.00 (s, 1 H), 6.92 (d, J=2.5 Hz, 1 H), 6.78 (d, J=2.2 Hz, 1 H), 4.99–4.90 (m, 1 H), 4.35 (t, J=7.7 Hz, 2 H), 3.78 (s, 3 H), 3.67 (dd, J=10.6, 5.5 Hz, 1 H), 3.56 (dd, J=10.6, 3.7 Hz, 1 H), 3.35 (s, 3 H), 3.10 (t, J=7.9 Hz, 2 H), 1.92–1.72 (m, 2 H), 0.93 (t, ... Reactants: [BH4-], CO, CC(Nc1nc(Nc2cc(C3CC3)[nH]n2)c(F)cc1C=O)c1ccc(F)cc1, [Na+]. Product: CC(Nc1nc(Nc2cc(C3CC3)[nH]n2)c(F)cc1CO)c1ccc(F)cc1. As a reaction SMILES: [BH4-:29].[CH3:31][OH:32].[CH:1]1([c:4]2[cH:5][c:6]([NH:9][c:10]3[n:11][c:12]([NH:19][CH:20]([CH3:21])[c:22]4[cH:23][cH:24][c:25]([F:28])[cH:26][cH:27]4)[c:13]([CH:14]=[O:15])[cH:16][c:17]3[F:18])[n:7][nH:8]2)[CH2:2][CH2:3]1.[Na+:30]>>[CH:1]1([c:4]2[cH:5][c:6]([NH:9][c:10]3[n:11][c:12]([NH:19][CH:20]([CH3:21])[c:22]4[cH:23][cH:24][c:25]([F:28])[cH:26][cH:27]4)[c:13]([CH2:14][OH:15])[cH:16][c:17]3[F:18])[n:7][nH:8]2)[CH2:2][CH2:3]1. Reactants: FC(F)(F)c1ccc(Br)cn1, O=C(C1CCNCC1)N1CCN(C2CCC2)CC1, Cl, Cl, O. Yields the product Cl, O=C(C1CCN(c2ccc(C(F)(F)F)nc2)CC1)N1CCN(C2CCC2)CC1. As a reaction SMILES: [Br:1][c:2]1[cH:3][cH:4][c:5]([C:8]([F:9])([F:10])[F:11])[n:6][cH:7]1.[CH:14]1([N:18]2[CH2:19][CH2:20][N:21]([C:24](=[O:25])[CH:26]3[CH2:27][CH2:28][NH:29][CH2:30][CH2:31]3)[CH2:22][CH2:23]2)[CH2:15][CH2:16][CH2:17]1.[ClH:12].[ClH:13].[OH2:32]>>[ClH:12].[c:2]1([N:29]2[CH2:28][CH2:27][CH:26]([C:24]([N:21]3[CH2:20][CH2:19][N:18]([CH:14]4[CH2:15][CH2:16][CH2:17]4)[CH2:23][CH2:22]3)=[O:25])[CH2:31][CH2:30]2)[cH:3][cH:4][c:5]([C:8]([F:9])([F:10])[F:11])[n:6][cH:7]1. Starting materials: O=C([O-])O, CCO, [Cl-], [Na+], CC(CO)C1CCC2C3CCC4=C([N+](=O)[O-])C(=O)CCC4(C)C3CCC12C. Yields the product CC(CO)C1CCC2C3CCC4=C(N)C(=O)CCC4(C)C3CCC12C. RXN SMILES: [C:29](=[O:30])([OH:31])[O-:32].[CH3:34][CH2:35][OH:36].[Cl-:28].[Na+:33].[OH:1][CH2:2][CH:3]([CH3:4])[CH:5]1[CH2:6][CH2:7][CH:8]2[CH:9]3[CH2:10][CH2:11][C:12]4=[C:13]([N+:25]([O-:26])=[O:27])[C:14](=[O:24])[CH2:15][CH2:16][C:17]4([CH3:18])[CH:19]3[CH2:20][CH2:21][C:22]12[CH3:23]>>[OH:1][CH2:2][CH:3]([CH3:4])[CH:5]1[CH2:6][CH2:7][CH:8]2[CH:9]3[CH2:10][CH2:11][C:12]4=[C:13]([NH2:25])[C:14](=[O:24])[CH2:15][CH2:16][C:17]4([CH3:18])[CH:19]3[CH2:20][CH2:21][C:22]12[CH3:23]. The reactants are O (water), C([O-])([O-])=O.[K+].[K+] (potassium carbonate), CC1=CC=C(C=C1)S(=O)(=O)OCCCOC (3-methoxypropyl 4-methylbenzene sulfonate), C(C)(=O)OC1=CC(=CC2=C1C=CO2)C(=O)OCC (Ethyl 4-(acetyloxy)benzofuran-6-carboxylate), C(C)#N (acetonitrile). Product: C(C1=CC=CC=C1)OC1=C(C=C(C=C1)C(C)=O)CCCOC (1-[4-(benzyloxy)-3-(3-methoxypropyl)phenyl]ethanone). RXN SMILES: C(O[C:5]1[C:10]2C=CO[C:9]=2[CH:8]=[C:7]([C:14]([O:16][CH2:17][CH3:18])=O)[CH:6]=1)(=O)C.[C:19](=[O:22])([O-])[O-].[K+].[K+].[CH3:25][C:26]1[CH:31]=[CH:30][C:29](S(OCCCOC)(=O)=O)=[CH:28][CH:27]=1.[OH2:41].[C:42](#N)[CH3:43]>>[CH2:14]([O:16][C:17]1[CH:18]=[CH:25][C:26]([C:31](=[O:41])[CH3:30])=[CH:27][C:28]=1[CH2:29][CH2:42][CH2:43][O:22][CH3:19])[C:7]1[CH:6]=[CH:5][CH:10]=[CH:9][CH:8]=1 |f:1.2.3|. Procedure details: To a solution of the compound obtained in the above (1) (11.0 g) in acetonitrile (113 mL) were added potassium carbonate (9.37 g) and 3-methoxypropyl 4-methylbenzene sulfonate (13.2 g), and the mixture was heated to reflux for 20 hours. The reaction solution was cooled to room temperature, and then thereto was added water, and the mixture was extracted with ethyl acetate. The organic layer was dried over magnesium sulfate, and then concentrated under reduced pressure. The resulting residue was t... Yields the product FC1=C(C=CC=C1)C1=CC=C(C=2NC3=CC(=CC=C3C12)C=O)C(=O)N (4-(2-fluorophenyl)-7-formyl-9H-carbazole-1-carboxamide). The solvent is C(Cl)Cl (DCM), C(C)#N (acetonitrile), C1CCOC1 (THF), CCOC(=O)C (EtOAc). As a reaction SMILES: [F:1][C:2]1[CH:7]=[CH:6][CH:5]=[CH:4][C:3]=1[C:8]1[C:20]2[C:19]3[C:14](=[CH:15][C:16]([CH2:21][OH:22])=[CH:17][CH:18]=3)[NH:13][C:12]=2[C:11]([C:23]([NH2:25])=[O:24])=[CH:10][CH:9]=1.CC(OI1(OC(C)=O)(OC(C)=O)OC(=O)C2C1=CC=CC=2)=O>C(Cl)Cl.C(#N)C.C1COCC1.CCOC(C)=O>[F:1][C:2]1[CH:7]=[CH:6][CH:5]=[CH:4][C:3]=1[C:8]1[C:20]2[C:19]3[C:14](=[CH:15][C:16]([CH:21]=[O:22])=[CH:17][CH:18]=3)[NH:13][C:12]=2[C:11]([C:23]([NH2:25])=[O:24])=[CH:10][CH:9]=1. Procedure: Step 1 A solution of 4-(2-fluorophenyl)-7-(hydroxymethyl)-9H-carbazole-1-carboxamide (Example 30-1, 147 mg, 0.440 mmol) in DCM (3 mL), acetonitrile (5 mL) and THF (3 mL) was treated with 1,1,1-tris(acetyloxy)-1,1-dihydro-1,2-benziodoxol-3-(1H)-one (Dess-Martin periodinane, 373 mg, 0.879 mmol). After 30 min at rt, the mixture was diluted with EtOAc (30 mL), washed twice with 1 M aqueous sodium sulfite and brine, dried and concentrated to give 4-(2-fluorophenyl)-7-formyl-9H-carbazole-1-carboxamide... Reaction conditions: time 30 minute. The reactants are FC1=C(C=CC=C1)C1=CC=C(C=2NC3=CC(=CC=C3C12)CO)C(=O)N (4-(2-fluorophenyl)-7-(hydroxymethyl)-9H-carbazole-1-carboxamide), CC(=O)OI1(C2=CC=CC=C2C(=O)O1)(OC(=O)C)OC(=O)C (1,1,1-tris(acetyloxy)-1,1-dihydro-1,2-benziodoxol-3-(1H)-one). The reactants are OO (H2O2), FS(=O)(=O)O (FSO3H), C1=CC=CC2=CC=CC=C12 (naphthalene), C1=CC=CC2=CC=CC=C12 (naphthalene), OO (H2O2). The solvent is S(=O)(=O)(Cl)F (sulfuryl chloride fluoride), 1, S(=O)(=O)(Cl)F (sulfuryl chloride fluoride), FS(=O)O (FSO2H). Run at time 30 minute. Product: C1=C(C=CC2=CC=CC=C12)O (β-naphthol), C=1C=CC=2C(C1)=CC=CC2O (naphthol), dihydroxynaphthalenes. The yield is 6.0%. RXN SMILES: [CH:1]1[C:10]2[C:5](=[CH:6][CH:7]=[CH:8][CH:9]=2)[CH:4]=[CH:3][CH:2]=1.FS(O)(=O)=[O:13].[OH:16]O>S(F)(Cl)(=O)=O.FS(O)=O>[CH:9]1[C:10]2[C:5](=[CH:4][CH:3]=[CH:2][CH:1]=2)[CH:6]=[CH:7][C:8]=1[OH:13].[CH:2]1[CH:3]=[CH:4][C:5]2[C:10](=[CH:9][CH:8]=[CH:7][C:6]=2[OH:16])[CH:1]=1. Procedure details: 0.1 mol of naphthalene was dissolved at -78° C. in a solution of 50 ml of 1:1 mol/mol FSO3H--SbF5 in 100 ml of sulfuryl chloride fluoride. 0.12 mol of H2O2 (90% solution) was separately dissolved in a solution of 50 ml of 1:1 (m/m) FSO2H--SbF5 and 100 ml of sulfuryl chloride fluoride at the same temperature. The H2O2 superacid solution was carefully added with good stirring at -78° to -70° C. to the superacid solution of naphthalene and the reaction mixture subsequently was stirred for an additi... Reactants: OC1=CC(=C(C(=O)O)C=C1)C(F)(F)F (4-hydroxy-2-(trifluoromethyl)benzoic acid), CO (methanol). Solvent: C1CCOC1 (THF). Run at temperature 80 celsius. Product: OCC1=C(C=C(C=C1)O)C(F)(F)F (4-(1-Hydroxymethyl)-3-(trifluoromethyl)phenol). The yield is 102.0%. As a reaction SMILES: [OH:1][C:2]1[CH:10]=[CH:9][C:5]([C:6](O)=[O:7])=[C:4]([C:11]([F:14])([F:13])[F:12])[CH:3]=1.CO>C1COCC1>[OH:7][CH2:6][C:5]1[CH:9]=[CH:10][C:2]([OH:1])=[CH:3][C:4]=1[C:11]([F:12])([F:13])[F:14]. Procedure details: To a solution of 4-hydroxy-2-(trifluoromethyl)benzoic acid (4.62 g, 22.4 mmol, Fluorochem) in THF (60 ml) at ambient temperature under nitrogen was added dropwise 1.0 M borane-tetrahydrofuran complex (48 ml, 48.0 mmol). The solution was heated to 80° C. for 2 h. To the solution at ambient temperature was added methanol dropwise (40 ml). The solution was heated to 80° C. for 30 min. The solvent was removed in vacuo and the residue dissolved in methanol (100 ml). The solvent was removed in vacuo t...